Dataset: the Open Reaction Database (ORD), a public repository of structured organic reaction records. Task: describe an organic reaction: reactants, conditions, products, and yield Reactants: ClC1=CC=C(C=C1)C=CC(C(C(=O)OC)=CNC1=CC=C(C=C1)F)=O (methyl 5-(4-chlorophenyl)-2-(4-fluorophenylaminomethylene)-3-oxo-4-pentenoate). Solvent: CN(C=O)C (N,N-dimethylformamide). The product is ClC1=CC=C(C=C1)C1N(C=C(C(=O)OC)C(C1)=O)C1=CC=C(C=C1)F (methyl 6-(4-chlorophenyl)-1-(4-fluorophenyl)-4-oxo-1,4,5,6-tetrahydronicotinate). Yield: 55.0%. RXN SMILES: [Cl:1][C:2]1[CH:7]=[CH:6][C:5]([CH:8]=[CH:9][C:10](=[O:25])[C:11](=[CH:16][NH:17][C:18]2[CH:23]=[CH:22][C:21]([F:24])=[CH:20][CH:19]=2)[C:12]([O:14][CH3:15])=[O:13])=[CH:4][CH:3]=1>CN(C)C=O>[Cl:1][C:2]1[CH:3]=[CH:4][C:5]([CH:8]2[CH2:9][C:10](=[O:25])[C:11]([C:12]([O:14][CH3:15])=[O:13])=[CH:16][N:17]2[C:18]2[CH:19]=[CH:20][C:21]([F:24])=[CH:22][CH:23]=2)=[CH:6][CH:7]=1. Procedure details: In 15 ml of N,N-dimethylformamide was dissolved 2.0 g of methyl 5-(4-chlorophenyl)-2-(4-fluorophenylaminomethylene)-3-oxo-4-pentenoate, and they were reacted at 140° C. for 4 hours. After completion of the reaction, the solvent was removed by distillation under reduced pressure, and the residue was purified by a column chromatography (Wako Silica Gel C-200; eluent: benzene/ethyl acetate (3:1 by volume) mixture) to obtain 1.1 g of oily methyl 6-(4-chlorophenyl)-1-(4-fluorophenyl)-4-oxo-1,4,5,6-te... The reactants are ClC=1C(=C(N)C=CC1)F (3-chloro-2-fluoroaniline), NC1=CC=CC=C1 (aniline), C(CCC)C1=CC=C(C=C1)B(O)O (4-butylphenylboronic acid), [F-].[Cs+] (cesium fluoride). Reagents/catalysts: [Pd] (palladium). The solvent is O (water), CN1C(CCC1)=O (N-methylpyrrolidinone), O1CCOCC1 (dioxane). Conditions: time 4 hour. Yields the product Cl.C(CCC)C1=CC=C(C=C1)C1=C(C(=CC=C1)N)F (4′-butyl-2-fluoro-biphenyl-3-ylamine hydrochloride). As a reaction SMILES: [Cl:1][C:2]1[C:3]([F:9])=[C:4]([CH:6]=[CH:7][CH:8]=1)[NH2:5].NC1C=CC=CC=1.[CH2:17]([C:21]1[CH:26]=[CH:25][C:24](B(O)O)=[CH:23][CH:22]=1)[CH2:18][CH2:19][CH3:20].[F-].[Cs+]>O.[Pd].CN1CCCC1=O.O1CCOCC1>[ClH:1].[CH2:17]([C:21]1[CH:26]=[CH:25][C:24]([C:2]2[CH:8]=[CH:7][CH:6]=[C:4]([NH2:5])[C:3]=2[F:9])=[CH:23][CH:22]=1)[CH2:18][CH2:19][CH3:20] |f:3.4,9.10|. Reported procedure: A mixture of dioxane (16 mL) and N-methylpyrrolidinone (8 mL) is deoxygenated by passing a stream of nitrogen through it for 15 minutes. A sample of 3-chloro-2-fluoroaniline (3 g, 20.6 mmol) is charged to a 250 mL round-bottom flask which is equipped with a screw-top adapter capable of sealing the vessel via a 3 way stopcock. The aniline is then treated with 4-butylphenylboronic acid (5.5 g, 30.9 mmol), cesium fluoride (7.82 g, 51.5 mmol) and bis-(tri-tert-butyl phosphiono) palladium (527 mg, 1.... Starting materials: CS(=O)(=O)CC(=O)O, Cl, Cl, Cl, NC1CCC(CCN2CCN(c3nccc4ccoc34)CC2)CC1. Product: CS(=O)(=O)CC(=O)NC1CCC(CCN2CCN(c3nccc4ccoc34)CC2)CC1. RXN SMILES: [CH3:28][S:29](=[O:30])(=[O:31])[CH2:32][C:33](=[O:34])[OH:35].[ClH:1].[ClH:2].[ClH:3].[o:4]1[cH:5][cH:6][c:7]2[c:8]1[c:9]([N:13]1[CH2:14][CH2:15][N:16]([CH2:19][CH2:20][CH:21]3[CH2:22][CH2:23][CH:24]([NH2:27])[CH2:25][CH2:26]3)[CH2:17][CH2:18]1)[n:10][cH:11][cH:12]2>>[o:4]1[cH:5][cH:6][c:7]2[c:8]1[c:9]([N:13]1[CH2:14][CH2:15][N:16]([CH2:19][CH2:20][CH:21]3[CH2:22][CH2:23][CH:24]([NH:27][C:33]([CH2:32][S:29]([CH3:28])(=[O:30])=[O:31])=[O:34])[CH2:25][CH2:26]3)[CH2:17][CH2:18]1)[n:10][cH:11][cH:12]2. Starting materials: O (water), BrCCCC(=O)OCC (ethyl 4-bromo-butyrate), C([O-])([O-])=O.[K+].[K+] (potassium carbonate), FC(C=1C=C(CN(C2=NC=C(C=N2)N2CCOCC2)CC2=C(C=CC(=C2)C(F)(F)F)O)C=C(C1)C(F)(F)F)(F)F (2-{[(3,5-Bis-trifluoromethyl-benzyl)-(5-morpholin-4-yl-pyrimidin-2-yl)-amino]-methyl}-4-trifluoromethyl-phenol). Run in C(C)(=O)OCC (ethyl acetate), CN(C=O)C (N,N-dimethylformamide). Reaction conditions: temperature 80 celsius, time 8 hour. Product: FC(C=1C=C(CN(C2=NC=C(C=N2)N2CCOCC2)CC2=C(OCCCC(=O)OCC)C=CC(=C2)C(F)(F)F)C=C(C1)C(F)(F)F)(F)F (ethyl 4-(2-{[(3,5-bis-trifluoromethyl-benzyl)-(5-morpholin-4-yl-pyrimidin-2-yl)-amino]-methyl}-4-trifluoromethyl-phenoxy)-butyrate). RXN SMILES: [F:1][C:2]([F:40])([F:39])[C:3]1[CH:4]=[C:5]([CH:32]=[C:33]([C:35]([F:38])([F:37])[F:36])[CH:34]=1)[CH2:6][N:7]([CH2:20][C:21]1[CH:26]=[C:25]([C:27]([F:30])([F:29])[F:28])[CH:24]=[CH:23][C:22]=1[OH:31])[C:8]1[N:13]=[CH:12][C:11]([N:14]2[CH2:19][CH2:18][O:17][CH2:16][CH2:15]2)=[CH:10][N:9]=1.Br[CH2:42][CH2:43][CH2:44][C:45]([O:47][CH2:48][CH3:49])=[O:46].C(=O)([O-])[O-].[K+].[K+].O>CN(C)C=O.C(OCC)(=O)C>[F:40][C:2]([F:1])([F:39])[C:3]1[CH:4]=[C:5]([CH:32]=[C:33]([C:35]([F:37])([F:36])[F:38])[CH:34]=1)[CH2:6][N:7]([CH2:20][C:21]1[CH:26]=[C:25]([C:27]([F:30])([F:29])[F:28])[CH:24]=[CH:23][C:22]=1[O:31][CH2:42][CH2:43][CH2:44][C:45]([O:47][CH2:48][CH3:49])=[O:46])[C:8]1[N:13]=[CH:12][C:11]([N:14]2[CH2:15][CH2:16][O:17][CH2:18][CH2:19]2)=[CH:10][N:9]=1 |f:2.3.4|. Reported procedure: 2-{[(3,5-Bis-trifluoromethyl-benzyl)-(5-morpholin-4-yl-pyrimidin-2-yl)-amino]-methyl}-4-trifluoromethyl-phenol (150 mg) is dissolved in N,N-dimethylformamide (4 ml), and thereto are added ethyl 4-bromo-butyrate (74 μl) and potassium carbonate (71 mg) and the mixture is stirred at 80° C. overnight. To the reaction solution are added water and ethyl acetate, and the mixture is separated, and the organic layer is washed with a saturated brine, dried over magnesium sulfate, and concentrated under re...